Dataset: the Open Reaction Database (ORD), a public repository of structured organic reaction records. Task: describe an organic reaction: reactants, conditions, products, and yield The reactants are O (water), N(=[N+]=[N-])C(CN1C2=C(C=C1)CC1=CC=C(C=C12)O)C ((RS)-1-(2-azido-propyl)-7-hydroxy-1,4-dihydro-indeno[1,2-b]pyrrole), C(C)(C)Br (isopropyl bromide), C([O-])([O-])=O.[K+].[K+] (potassium carbonate). Solvent: CN(C=O)C (N,N-dimethyl-formamide). Product: N(=[N+]=[N-])C(CN1C2=C(C=C1)CC1=CC=C(C=C12)OC(C)C)C ((RS)-1-(2-azido-propyl)-7-iso-propoxy-1,4-dihydro-indeno[1,2-b]pyrrole). The yield is 28.0%. RXN SMILES: [N:1]([CH:4]([CH3:19])[CH2:5][N:6]1[CH:10]=[CH:9][C:8]2[CH2:11][C:12]3[C:17]([C:7]1=2)=[CH:16][C:15]([OH:18])=[CH:14][CH:13]=3)=[N+:2]=[N-:3].[CH:20](Br)([CH3:22])[CH3:21].C(=O)([O-])[O-].[K+].[K+].O>CN(C)C=O>[N:1]([CH:4]([CH3:19])[CH2:5][N:6]1[CH:10]=[CH:9][C:8]2[CH2:11][C:12]3[C:17]([C:7]1=2)=[CH:16][C:15]([O:18][CH:20]([CH3:22])[CH3:21])=[CH:14][CH:13]=3)=[N+:2]=[N-:3] |f:2.3.4|. Reported procedure: A solution of 1.05 g of (RS)-1-(2-azido-propyl)-7-hydroxy-1,4-dihydro-indeno[1,2-b]pyrrole, 0.77 ml of isopropyl bromide and 1.14 g of potassium carbonate in 30 ml of N,N-dimethyl-formamide was heated to 50° for 48 hours. After cooling, the solution was poured into 150 ml of water and extracted twice with 150 ml of ethyl acetate each time. The combined organic phases were washed once with 70 ml of semi-saturated sodium chloride solution, dried over magnesium sulfate and the solution was concentr... The reactants are ClC1=C(C=NC2=CC=C(N=C12)OCC)C(=O)OCC (ethyl 4-chloro-6-ethoxy-1,5-naphthyridine-3-carboxylate), OC(COC1=CC=C(N)C=C1)CO (4-(2,3-dihydroxypropoxy)aniline). The solvent is C(C)O (ethanol). Yields the product C(C)OC=1N=C2C(=C(C=NC2=CC1)C(=O)OCC)NC1=CC=C(C=C1)OCC(CO)O (ethyl 6-ethoxy-4-[4-(2,3-dihydroxypropoxy)anilino]-1,5-naphthyridine-3-carboxylate). RXN SMILES: Cl[C:2]1[C:11]2[C:6](=[CH:7][CH:8]=[C:9]([O:12][CH2:13][CH3:14])[N:10]=2)[N:5]=[CH:4][C:3]=1[C:15]([O:17][CH2:18][CH3:19])=[O:16].[OH:20][CH:21]([CH2:31][OH:32])[CH2:22][O:23][C:24]1[CH:30]=[CH:29][C:27]([NH2:28])=[CH:26][CH:25]=1>C(O)C>[CH2:13]([O:12][C:9]1[N:10]=[C:11]2[C:6](=[CH:7][CH:8]=1)[N:5]=[CH:4][C:3]([C:15]([O:17][CH2:18][CH3:19])=[O:16])=[C:2]2[NH:28][C:27]1[CH:29]=[CH:30][C:24]([O:23][CH2:22][CH:21]([OH:20])[CH2:31][OH:32])=[CH:25][CH:26]=1)[CH3:14]. Procedure details: A mixture of ethyl 4-chloro-6-ethoxy-1,5-naphthyridine-3-carboxylate (2.0 g), absolute ethanol (30 ml) and 4-(2,3-dihydroxypropoxy)aniline (1.38 g) was boiled under reflux for 1 hour. The reaction mixture was hot filtered and the filtrate evaporated to dryness. The residue was triturated with dichloromethane and filtered. The filtrate was evaporated to dryness and the residue was purified by column chromatography on silica using ethyl acetate as the mobile phase to give ethyl 6-ethoxy-4-[4-(2,3-... Reaction SMILES: [C:29]([OH:30])(=[O:31])[CH3:32].[F:1][c:2]1[c:3]([F:28])[c:4]2[c:5]3[n:6]([cH:7][c:8]([C:16](=[O:17])[O:18][CH2:19][CH3:20])[c:9](=[O:15])[c:10]3[c:11]1[N+:12]([O-:13])=[O:14])[C:21]1([CH2:22][O:23][CH2:24][CH2:25]1)[CH2:26][O:27]2.[Fe:33]>>[F:1][c:2]1[c:3]([F:28])[c:4]2[c:5]3[n:6]([cH:7][c:8]([C:16](=[O:17])[O:18][CH2:19][CH3:20])[c:9](=[O:15])[c:10]3[c:11]1[NH2:12])[C:21]1([CH2:22][O:23][CH2:24][CH2:25]1)[CH2:26][O:27]2. The product is CCOC(=O)c1cn2c3c(c(F)c(F)c(N)c3c1=O)OCC21CCOC1. Starting materials: CC(=O)O, CCOC(=O)c1cn2c3c(c(F)c(F)c([N+](=O)[O-])c3c1=O)OCC21CCOC1, [Fe]. Reactants: CCOC(C)=O, CCCCCC, Cc1cc2c(c(C)c1NC=O)C(c1ccc(C(C)C)cc1)CO2. Product: Cc1c(C=O)c2c(c(C)c1NC=O)C(c1ccc(C(C)C)cc1)CO2. As a reaction SMILES: [C:24]([O:25][CH2:27][CH3:28])(=[O:26])[CH3:29].[CH3:30][CH2:31][CH2:32][CH2:33][CH2:34][CH3:35].[CH:1]([CH3:2])([CH3:3])[c:4]1[cH:5][cH:6][c:7]([CH:10]2[CH2:11][O:12][c:13]3[c:14]2[c:15]([CH3:23])[c:16]([NH:20][CH:21]=[O:22])[c:17]([CH3:19])[cH:18]3)[cH:8][cH:9]1>>[CH:1]([CH3:2])([CH3:3])[c:4]1[cH:5][cH:6][c:7]([CH:10]2[CH2:11][O:12][c:13]3[c:14]2[c:15]([CH3:23])[c:16]([NH:20][CH:21]=[O:22])[c:17]([CH3:19])[c:18]3[CH:24]=[O:26])[cH:8][cH:9]1. Starting materials: COC(CNC1=NC(=CC=C1N)OC)OC (N2-[2,2-bis(methyloxy)ethyl]-6-(methyloxy)-2,3-pyridinediamine), BrCC(=O)OCC (ethyl bromoacetate), C([O-])([O-])=O.[K+].[K+] (potassium carbonate). Run in C(C)#N (acetonitrile), CN(C)C=O (DMF). Conditions: time 8 hour. The product is COC(CNC1=NC(=CC=C1NCC(=O)OCC)OC)OC (Ethyl N-[2-{[2,2-bis(methyloxy)ethyl]amino}-6-(methyloxy)-3-pyridinyl]glycinate). Reaction SMILES: [CH3:1][O:2][CH:3]([O:15][CH3:16])[CH2:4][NH:5][C:6]1[C:11]([NH2:12])=[CH:10][CH:9]=[C:8]([O:13][CH3:14])[N:7]=1.Br[CH2:18][C:19]([O:21][CH2:22][CH3:23])=[O:20].C(=O)([O-])[O-].[K+].[K+]>C(#N)C.CN(C=O)C>[CH3:16][O:15][CH:3]([O:2][CH3:1])[CH2:4][NH:5][C:6]1[C:11]([NH:12][CH2:18][C:19]([O:21][CH2:22][CH3:23])=[O:20])=[CH:10][CH:9]=[C:8]([O:13][CH3:14])[N:7]=1 |f:2.3.4|. Procedure details: A mixture of N2-[2,2-bis(methyloxy)ethyl]-6-(methyloxy)-2,3-pyridinediamine (2.2 g, 10 mmol), ethyl bromoacetate (1.1 mL, 1.65 g, 10 mmol) and potassium carbonate (2.1 g, 20 mmol) in acetonitrile (50 mL) and DMF (5 mL) was stirred at room temperature overnight. The mixture was filtered and evaporated. The residue was dissolved in ethyl acetate and washed with water and brine. The organic extract was concentrated and added to a silica column which was then eluted with 0-100% ethyl acetate in hexa... The reactants are CCOC(=O)C(Br)C#N, C[O-], CO, CC(C)=CC=C(Cl)Cl, [Na+]. Product: CCOC(=O)C1(C#N)C(C=C(Cl)Cl)C1(C)C. RXN SMILES: [Br:9][CH:10]([C:11](=[O:12])[O:13][CH2:14][CH3:15])[C:16]#[N:17].[CH3:18][O-:19].[CH3:21][OH:22].[Cl:1][C:2](=[CH:3][CH:4]=[C:5]([CH3:6])[CH3:7])[Cl:8].[Na+:20]>>[Cl:1][C:2](=[CH:3][CH:4]1[C:5]([CH3:6])([CH3:7])[C:10]1([C:11](=[O:12])[O:13][CH2:14][CH3:15])[C:16]#[N:17])[Cl:8]. The reactants are [K+], [K+], COc1ncccc1Nc1c(N)c(=O)c1=O, O=C([O-])[O-], CC(C)(C)C(NC(=O)c1ccc(Cl)cc1)n1nnc2ccccc21. Product: COc1ncccc1Nc1c(NC(NC(=O)c2ccc(Cl)cc2)C(C)(C)C)c(=O)c1=O. RXN SMILES: [K+:41].[K+:42].[NH2:1][c:2]1[c:3](=[O:16])[c:4](=[O:15])[c:5]1[NH:6][c:7]1[c:8]([O:13][CH3:14])[n:9][cH:10][cH:11][cH:12]1.[O-:43][C:44]([O-:45])=[O:46].[n:17]1([CH:26]([C:27]([CH3:28])([CH3:29])[CH3:30])[NH:31][C:32]([c:33]2[cH:34][cH:35][c:36]([Cl:39])[cH:37][cH:38]2)=[O:40])[c:18]2[cH:19][cH:20][cH:21][cH:22][c:23]2[n:24][n:25]1>>[NH:1]([c:2]1[c:3](=[O:16])[c:4](=[O:15])[c:5]1[NH:6][c:7]1[c:8]([O:13][CH3:14])[n:9][cH:10][cH:11][cH:12]1)[CH:26]([C:27]([CH3:28])([CH3:29])[CH3:30])[NH:31][C:32]([c:33]1[cH:34][cH:35][c:36]([Cl:39])[cH:37][cH:38]1)=[O:40]. Reactants: NC1=NC=C(N=C1C#CCO)SC (3-(2-amino-5-methylthiopyrazin-3-yl)-2-propyn-1-ol), O (water). The reagents and catalysts are [Cu]I (copper(I) iodide). Run in CN(C=O)C (N,N-dimethylformamide). Run at temperature 150 celsius, time 2 hour. Yields the product CSC=1N=C2C(=NC1)NC(=C2)CO ((2-methylthio-5H-pyrrolo[2,3-b]pyrazin-6-yl)methanol). Yield: 40.7%. As a reaction SMILES: [NH2:1][C:2]1[C:7]([C:8]#[C:9][CH2:10][OH:11])=[N:6][C:5]([S:12][CH3:13])=[CH:4][N:3]=1.O>CN(C)C=O.[Cu]I>[CH3:13][S:12][C:5]1[N:6]=[C:7]2[CH:8]=[C:9]([CH2:10][OH:11])[NH:1][C:2]2=[N:3][CH:4]=1. Procedure details: To a solution of the compound obtained in Example 34 (3) (381 mg) in N,N-dimethylformamide (10 ml), copper(I) iodide (111 mg) was added and the mixture was stirred at 150° C. for 2 hours. The reaction solution was poured into water, and the mixture was extracted with chloroform, washed with water, dried over magnesium sulfate and concentrated under reduced pressure. The resulting residue was separated using silica gel preparative thin-layer chromatography (chloroform:methanol=20:1) to obtain 155... Starting materials: N(=[N+]=[N-])[C@H]1C(N(C[C@@H](CC1)C1=CC=CC=C1)CC(=O)OC(C)(C)C)=O (t-butyl α-[3(S*)-azido-2-oxo-6(R*)-phenylperhydroazepin-1-yl]acetate), [H][H] (hydrogen). Reagents/catalysts: [Pd] (palladium-on-carbon). Run in C(C)O (ethanol). The product is N[C@H]1C(N(C[C@@H](CC1)C1=CC=CC=C1)CC(=O)OC(C)(C)C)=O (t-Butyl α-[3(S*)-amino-2-oxo-6(R*)-phenylperhydroazepin-1-yl]acetate). As a reaction SMILES: [N:1]([C@@H:4]1[CH2:10][CH2:9][C@@H:8]([C:11]2[CH:16]=[CH:15][CH:14]=[CH:13][CH:12]=2)[CH2:7][N:6]([CH2:17][C:18]([O:20][C:21]([CH3:24])([CH3:23])[CH3:22])=[O:19])[C:5]1=[O:25])=[N+]=[N-].[H][H]>[Pd].C(O)C>[NH2:1][C@@H:4]1[CH2:10][CH2:9][C@@H:8]([C:11]2[CH:16]=[CH:15][CH:14]=[CH:13][CH:12]=2)[CH2:7][N:6]([CH2:17][C:18]([O:20][C:21]([CH3:23])([CH3:22])[CH3:24])=[O:19])[C:5]1=[O:25]. Procedure: 0.3 g of 5% w/w palladium-on-carbon was added to 30 ml of ethanol containing 1.4 g of t-butyl α-[3(S*)-azido-2-oxo-6(R*)-phenylperhydroazepin-1-yl]acetate (Isomer A) [prepared as described in Example 1(h)], and under one atmosphere pressure of hydrogen the reaction mixture was shaken for 4 hours at 40° C. The catalyst was filtered off and the solvent was evaporated under reduced pressure, to give 1.56 g of the title compound as a gummy substance.